From a dataset of the Open Reaction Database (ORD), a public repository of structured organic reaction records. describe an organic reaction: reactants, conditions, products, and yield The reactants are C(C)(C)(C)OC(=O)N1CCNCC1 (1-(tert-butoxycarbonyl)piperazine), C(Cl)C1CO1 (epichlorohydrine). The solvent is CO (methanol). Conditions: time 2 hour. The product is O1C(CN2CCN(CC2)C(=O)OC(C)(C)C)C1 (1-(2,3-Epoxypropyl)-4-(tert-butoxycarbonyl)piperazine). Yield: 90.0%. Reaction SMILES: [C:1]([O:5][C:6]([N:8]1[CH2:13][CH2:12][NH:11][CH2:10][CH2:9]1)=[O:7])([CH3:4])([CH3:3])[CH3:2].[CH2:14]([CH:16]1[O:18][CH2:17]1)Cl>CO>[O:18]1[CH2:17][CH:16]1[CH2:14][N:11]1[CH2:12][CH2:13][N:8]([C:6]([O:5][C:1]([CH3:4])([CH3:2])[CH3:3])=[O:7])[CH2:9][CH2:10]1. Reported procedure: A solution of 1-(tert-butoxycarbonyl)piperazine (18.6 g, 100 mmol) and epichlorohydrine (10.2 ml, 12.0 g, 130 mmol) in methanol (50 ml) was stirred at room temperature for 24 hours and the solvent was evaporated. The residue was dissolved in 200 ml of ether and the solution was stirred with 10N aqueous NaOH (100 ml) at room temperature for 2 hours. Then the organic layer was separated, washed with brine until neutral, dried over MgSO4 and concentrated to afford the title compound (21.8 g) as a p... The reactants are CC1=NC=2CC(CC(C2C(=C1)C)=O)C1=C(C=CC=C1)C (2,4-dimethyl-7-(2-methylphenyl)-5,6,7,8-tetrahydroquinolin-5-one), C(=N)(N)NN.Cl (aminoguanidine hydrochloride), Cl (hydrochloric acid), O (water). The solvent is C(C)O (ethanol). The product is Cl.N(C(=N)N)N=C1C=2C(=CC(=NC2CC(C1)C1=C(C=CC=C1)C)C)C (5-guanidinoimino-2,4-dimethyl-7-(2-methylphenyl)-5,6,7,8-tetrahydroquinoline hydrochloride). Isolated yield 89.6%. Reaction SMILES: [CH3:1][C:2]1[CH:11]=[C:10]([CH3:12])[C:9]2[C:8](=O)[CH2:7][CH:6]([C:14]3[CH:19]=[CH:18][CH:17]=[CH:16][C:15]=3[CH3:20])[CH2:5][C:4]=2[N:3]=1.[C:21]([NH:24][NH2:25])([NH2:23])=[NH:22].[ClH:26].Cl.O>C(O)C>[ClH:26].[NH:24]([N:25]=[C:8]1[CH2:7][CH:6]([C:14]2[CH:19]=[CH:18][CH:17]=[CH:16][C:15]=2[CH3:20])[CH2:5][C:4]2[N:3]=[C:2]([CH3:1])[CH:11]=[C:10]([CH3:12])[C:9]1=2)[C:21]([NH2:23])=[NH:22] |f:1.2,6.7|. Reported procedure: A mixture of 2,4-dimethyl-7-(2-methylphenyl)-5,6,7,8-tetrahydroquinolin-5-one (0.48 g), aminoguanidine hydrochloride (0.21 g), concentrated hydrochloric acid (0.19 ml), water (0.19 ml) and ethanol (50 ml) was refluxed for 4 hours. Under reduced pressure, the solvent was evaporated, and the residue was dissolved in water. The solution was washed with diethylether, and to the solution was added sodium hydrogen carbonate solution. The mixture was extracted with ethyl acetate, and the organic layer ... Starting materials: C(CCC)N1C(C(=C(C2=CC=CN=C12)C1=CC(=CC=C1)OC)NC(=O)NC1=C(C=C(C=C1C(C)C)NCC=1C=NC=CC1)C(C)C)=O (N-[1-butyl-4-(3-methoxyphenyl)-1,2-dihydro-2-oxo-1,8-naphthyridin-3-yl]-N′-[2,6-diisopropyl-4-(3-pyridylmethylamino)-phenyl]urea), C=O (formaldehyde), Cl (hydrochloric acid), C(#N)[BH3-].[Na+] (sodium cyanoborohydride). Run in CO (methanol), O (water). Run at time 5 hour. The product is C(CCC)N1C(C(=C(C2=CC=CN=C12)C1=CC(=CC=C1)OC)NC(=O)NC1=C(C=C(C=C1C(C)C)N(C)CC=1C=NC=CC1)C(C)C)=O (N-[1-butyl-4-(3-methoxyphenyl)-1,2-dihydro-2-oxo-1,8-naphthyridin-3-yl]-N′-[2,6-diisopropyl-4-[N-(3-pyridylmethyl)-N-methylamino]phenyl]urea). Isolated yield 91.0%. Reaction SMILES: [CH2:1]([N:5]1[C:14]2[C:9](=[CH:10][CH:11]=[CH:12][N:13]=2)[C:8]([C:15]2[CH:20]=[CH:19][CH:18]=[C:17]([O:21][CH3:22])[CH:16]=2)=[C:7]([NH:23][C:24]([NH:26][C:27]2[C:32]([CH:33]([CH3:35])[CH3:34])=[CH:31][C:30]([NH:36][CH2:37][C:38]3[CH:39]=[N:40][CH:41]=[CH:42][CH:43]=3)=[CH:29][C:28]=2[CH:44]([CH3:46])[CH3:45])=[O:25])[C:6]1=[O:47])[CH2:2][CH2:3][CH3:4].C=O.Cl.[C:51]([BH3-])#N.[Na+]>CO.O>[CH2:1]([N:5]1[C:14]2[C:9](=[CH:10][CH:11]=[CH:12][N:13]=2)[C:8]([C:15]2[CH:20]=[CH:19][CH:18]=[C:17]([O:21][CH3:22])[CH:16]=2)=[C:7]([NH:23][C:24]([NH:26][C:27]2[C:32]([CH:33]([CH3:34])[CH3:35])=[CH:31][C:30]([N:36]([CH2:37][C:38]3[CH:39]=[N:40][CH:41]=[CH:42][CH:43]=3)[CH3:51])=[CH:29][C:28]=2[CH:44]([CH3:46])[CH3:45])=[O:25])[C:6]1=[O:47])[CH2:2][CH2:3][CH3:4] |f:3.4|. Reported procedure: To a solution of N-[1-butyl-4-(3-methoxyphenyl)-1,2-dihydro-2-oxo-1,8-naphthyridin-3-yl]-N′-[2,6-diisopropyl-4-(3-pyridylmethylamino)-phenyl]urea (476 mg, 0.752 mmol) in methanol (5 ml) are added a 37% aqueous formaldehyde solution (122 mg, 1.50 ml) and conc. hydrochloric acid (0.13 ml, 1.50 ml) at room temperature. The mixture is cooled with ice, and the thereto is added sodium cyanoborohydride (71.0 mg, 1.13 ml), and the mixture is stirred at room temperature for 5 hours. To the mixture is add... Reaction SMILES: C(OC([N:11]1[CH2:24][CH2:23][C:14]2([C:18](=[O:19])[N:17]([O:20][CH3:21])[C:16](=[S:22])[CH2:15]2)[CH2:13][CH2:12]1)=O)C1C=CC=CC=1.C(OCC)C.[BrH:30]>C(O)(=O)C>[BrH:30].[CH3:21][O:20][N:17]1[C:16](=[S:22])[CH2:15][C:14]2([CH2:23][CH2:24][NH:11][CH2:12][CH2:13]2)[C:18]1=[O:19] |f:4.5|. Solvent: C(C)(=O)O (acetic acid). Run at time 20 minute. Yields the product Br.CON1C(C2(CC1=S)CCNCC2)=O (2-Methoxy-2,8-diazaspiro[4,5]decane-3-thion-1-one.hydrobromide). Procedure: In an acetic acid solution (5 ml) of 25% hydrogen bromide was dissolved 8-benzyloxycarbonyl-2-methoxy-2,8-diazaspiro[4,5]decane-3-thion-1-one (0.5 g), and the solution was left standing at room temperature for 20 minutes. To the solution was added ethyl ether (100 ml), and resulting precipitates were collected by filtration, followed by recrystallization from ethanol to obtain 0.4 g of a pale yellow solid, m.p. 235° to 237° C. The reactants are C(C1=CC=CC=C1)OC(=O)N1CCC2(CC(N(C2=O)OC)=S)CC1 (8-benzyloxycarbonyl-2-methoxy-2,8-diazaspiro[4,5]decane-3-thion-1-one), Br (hydrogen bromide), C(C)OCC (ethyl ether). Reactants: C(C1=CC=CC=C1)N1N=NN=C1C1=C(C=CC=C1[N+](=O)[O-])C (1-Benzyl-5-(2-methyl-6-nitrophenyl)-1H-tetrazole), C(C1=CC=CC=C1)N1N=NN=C1C1=C(C=CC=C1[N+](=O)[O-])C (1-Benzyl-5-(2-methyl-6-nitrophenyl)-1H-tetrazole), [H][H] (hydrogen). The reagents and catalysts are [Pd] (Palladium on carbon). Solvent: C(C)(=O)OCC (ethyl acetate). Run at time 4 hour. Product: C(C1=CC=CC=C1)N1N=NN=C1C1=C(C=CC=C1C)N (2-(1-Benzyl-1H-tetrazol-5-yl)-3-methylphenylamine). Isolated yield 100.2%. As a reaction SMILES: [CH2:1]([N:8]1[C:12]([C:13]2[C:18]([N+:19]([O-])=O)=[CH:17][CH:16]=[CH:15][C:14]=2[CH3:22])=[N:11][N:10]=[N:9]1)[C:2]1[CH:7]=[CH:6][CH:5]=[CH:4][CH:3]=1.[H][H]>C(OCC)(=O)C.[Pd]>[CH2:1]([N:8]1[C:12]([C:13]2[C:14]([CH3:22])=[CH:15][CH:16]=[CH:17][C:18]=2[NH2:19])=[N:11][N:10]=[N:9]1)[C:2]1[CH:3]=[CH:4][CH:5]=[CH:6][CH:7]=1. Reported procedure: 1-Benzyl-5-(2-methyl-6-nitrophenyl)-1H-tetrazole (Intermediate 17, 0.1 g) was dissolved in ethyl acetate (20 mL) under a nitrogen atmosphere. Palladium on carbon (10%, 0.1 g) was added and the nitrogen atmosphere was replaced by hydrogen. The mixture was stirred for 4 hours and then filtered through celite. The solvent was removed by evaporation under vacuum to give the title compound as a white solid (0.09 g). The reactants are ClC1=C(C=C(C(=O)O)C=C1)S(=O)(=O)Cl (4-chloro-3-chlorosulfonylbenzoic acid), C1(CCCCCCC1)N (cyclooctyl amine). The product is ClC1=C(C=C(C(=O)O)C=C1)S(NC1CCCCCCC1)(=O)=O (4-chloro-3-cyclooctylsulfamoylbenzoic acid). As a reaction SMILES: [Cl:1][C:2]1[CH:10]=[CH:9][C:5]([C:6]([OH:8])=[O:7])=[CH:4][C:3]=1[S:11](Cl)(=[O:13])=[O:12].[CH:15]1([NH2:23])[CH2:22][CH2:21][CH2:20][CH2:19][CH2:18][CH2:17][CH2:16]1>>[Cl:1][C:2]1[CH:10]=[CH:9][C:5]([C:6]([OH:8])=[O:7])=[CH:4][C:3]=1[S:11](=[O:13])(=[O:12])[NH:23][CH:15]1[CH2:22][CH2:21][CH2:20][CH2:19][CH2:18][CH2:17][CH2:16]1. Procedure: 25.5 g of 4-chloro-3-chlorosulfonylbenzoic acid were reacted as prescribed in Example 75a) with 45 g of cyclooctyl amine and worked up. The crystallized 4-chloro-3-cyclooctylsulfamoylbenzoic acid so obtained was dried end reacted without further purification in thionyl chloride as prescribed in Example 74a). Colorless crystals, melting point: 134° C. Yield: 22.5%. Procedure details: The title compound was prepared in a yield of 22.5%, using 2-mercapto-3-phenyl-4(3H)-quinazolinone in place of 2- mercapto-6-methyl-3-phenyl-4(3H)-quinazolinone and 2-chloromethyl-4-methoxy-5-methylpyridine in place of 2-chloromethylpyridine hydrochloride. Product: COC1=CC(=NC=C1C)CSC1=NC2=CC=CC=C2C(N1C1=CC=CC=C1)=O (2-[(4-Methoxy-5-methylpyridin-2-yl)methylthio]-3-phenyl4(3H)-quinazolinone). RXN SMILES: [SH:1][C:2]1[N:11]([C:12]2[CH:17]=[CH:16][CH:15]=[CH:14][CH:13]=2)[C:10](=[O:18])[C:9]2[C:4](=[CH:5][CH:6]=[CH:7][CH:8]=2)[N:3]=1.Cl[CH2:20][C:21]1[CH:26]=[C:25]([O:27][CH3:28])[C:24]([CH3:29])=[CH:23][N:22]=1>>[CH3:28][O:27][C:25]1[C:24]([CH3:29])=[CH:23][N:22]=[C:21]([CH2:20][S:1][C:2]2[N:11]([C:12]3[CH:13]=[CH:14][CH:15]=[CH:16][CH:17]=3)[C:10](=[O:18])[C:9]3[C:4](=[CH:5][CH:6]=[CH:7][CH:8]=3)[N:3]=2)[CH:26]=1. Starting materials: SC1=NC2=CC=CC=C2C(N1C1=CC=CC=C1)=O (2-mercapto-3-phenyl-4(3H)-quinazolinone), ClCC1=NC=C(C(=C1)OC)C (2-chloromethyl-4-methoxy-5-methylpyridine).